This data is from the Open Reaction Database (ORD), a public repository of structured organic reaction records. The task is: describe an organic reaction: reactants, conditions, products, and yield Starting materials: [Si](C)(C)(C(C)(C)C)OC([C@@H](CO[Si](C)(C)C(C)(C)C)NC1=C(C=NC2=CC=CC=C12)[N+](=O)[O-])(C)C (N-[(1R)-2-{[tert-Butyl(dimethyl)silyl]oxy}-1-({[tert-butyl(dimethyl)silyl]oxy}methyl)-2-methylpropyl]-3-nitroquinolin-4-amine). The reagents and catalysts are [Pt] (Platinum on carbon). The solvent is C1(=CC=CC=C1)C (toluene). Conditions: time 6 hour. The product is [Si](C)(C)(C(C)(C)C)OC([C@@H](CO[Si](C)(C)C(C)(C)C)NC1=C(C=NC2=CC=CC=C12)N)(C)C (N4-[(1R)-2-{[tert-butyl(dimethyl)silyl]oxy}-1-({[tert-butyl(dimethyl)silyl]oxy}methyl)-2-methylpropyl]quinoline-3,4-diamine). The yield is 100.0%. RXN SMILES: [Si:1]([O:8][C:9]([CH3:35])([CH3:34])[C@H:10]([NH:20][C:21]1[C:30]2[C:25](=[CH:26][CH:27]=[CH:28][CH:29]=2)[N:24]=[CH:23][C:22]=1[N+:31]([O-])=O)[CH2:11][O:12][Si:13]([C:16]([CH3:19])([CH3:18])[CH3:17])([CH3:15])[CH3:14])([C:4]([CH3:7])([CH3:6])[CH3:5])([CH3:3])[CH3:2]>C1(C)C=CC=CC=1.[Pt]>[Si:1]([O:8][C:9]([CH3:35])([CH3:34])[C@H:10]([NH:20][C:21]1[C:30]2[C:25](=[CH:26][CH:27]=[CH:28][CH:29]=2)[N:24]=[CH:23][C:22]=1[NH2:31])[CH2:11][O:12][Si:13]([C:16]([CH3:19])([CH3:18])[CH3:17])([CH3:15])[CH3:14])([C:4]([CH3:5])([CH3:6])[CH3:7])([CH3:3])[CH3:2]. Procedure details: N-[(1R)-2-{[tert-Butyl(dimethyl)silyl]oxy}-1-({[tert-butyl(dimethyl)silyl]oxy}methyl)-2-methylpropyl]-3-nitroquinolin-4-amine (6.51 g, 12.5 mmol) was dissolved in 75 mL toluene and the solution was placed in a pressure bottle. Platinum on carbon (5%, 2.0 g) was then added and the reaction mixture was shaken under H2 at 48 PSI (3.3×105 Pa). After 6 hours, the reaction mixture was filtered through a pad of CELITE filter agent. The pad was rinsed with toluene and 2-propanol and the combined filtrat... Reactants: N1=C(C=CC=C1)N(C(=O)C1=CC2=C(N(C(=N2)CNC(=O)OC(C)(C)C)C)C=C1)CCC(=O)OCC (1-methyl-2-(N-tert.butoxycarbonyl-aminomethyl)-benzimidazol-5-yl-carboxylic acid-N-(2-pyridyl)-N-(2-ethoxycarbonylethyl)-amide), FC(C(=O)O)(F)F (trifluoroacetic acid). The solvent is C(Cl)Cl (methylene chloride). Run at time 5 hour. Product: N1=C(C=CC=C1)N(C(=O)C1=CC2=C(N(C(=N2)CN)C)C=C1)CCC(=O)OCC.FC(C(=O)[O-])(F)F (1-Methyl-2-aminomethyl-benzimidazol-5-yl-carboxylic acid-N-(2-pyridyl)-N-(2-ethoxycarbonylethyl)-amide trifluoracetate). As a reaction SMILES: [N:1]1[CH:6]=[CH:5][CH:4]=[CH:3][C:2]=1[N:7]([CH2:29][CH2:30][C:31]([O:33][CH2:34][CH3:35])=[O:32])[C:8]([C:10]1[CH:28]=[CH:27][C:13]2[N:14]([CH3:26])[C:15]([CH2:17][NH:18]C(OC(C)(C)C)=O)=[N:16][C:12]=2[CH:11]=1)=[O:9].[F:36][C:37]([F:42])([F:41])[C:38]([OH:40])=[O:39]>C(Cl)Cl>[N:1]1[CH:6]=[CH:5][CH:4]=[CH:3][C:2]=1[N:7]([CH2:29][CH2:30][C:31]([O:33][CH2:34][CH3:35])=[O:32])[C:8]([C:10]1[CH:28]=[CH:27][C:13]2[N:14]([CH3:26])[C:15]([CH2:17][NH2:18])=[N:16][C:12]=2[CH:11]=1)=[O:9].[F:36][C:37]([F:42])([F:41])[C:38]([O-:40])=[O:39] |f:3.4|. Reported procedure: 4.81 g (0.10 mol) of 1-methyl-2-(N-tert.butoxycarbonyl-aminomethyl)-benzimidazol-5-yl-carboxylic acid-N-(2-pyridyl)-N-(2-ethoxycarbonylethyl)-amide were dissolved in 25 ml of methylene chloride, mixed with 5 ml of trifluoroacetic acid and stirred for 5 hours at ambient temperature. Then the solvent was evaporated off and the residue was stirred with ether. The crystals thus formed were filtered off, washed with ether and dried. Yield: 3.15 g (68% of theory), C20H23N5O3 (381.4) Rf value: 0.18 (si... The reactants are CCI, COc1ccc(C2NC(=S)NC2c2ccc(OC)cc2)cc1, CO, CN(C)C=O, [Na], O. Yields the product CCSC1=NC(c2ccc(OC)cc2)C(c2ccc(OC)cc2)N1. As a reaction SMILES: [CH2:24]([CH3:25])[I:26].[CH3:1][O:2][c:3]1[cH:4][cH:5][c:6]([CH:9]2[NH:10][C:11](=[S:22])[NH:12][CH:13]2[c:14]2[cH:15][cH:16][c:17]([O:20][CH3:21])[cH:18][cH:19]2)[cH:7][cH:8]1.[CH3:28][OH:29].[CH3:30][N:31]([CH3:32])[CH:33]=[O:34].[Na:23].[OH2:27]>>[CH3:1][O:2][c:3]1[cH:4][cH:5][c:6]([CH:9]2[N:10]=[C:11]([S:22][CH2:24][CH3:25])[NH:12][CH:13]2[c:14]2[cH:15][cH:16][c:17]([O:20][CH3:21])[cH:18][cH:19]2)[cH:7][cH:8]1. The reactants are O=Cc1ccc(F)c(Br)c1, O=C([O-])[O-], CO, ClC(Cl)Cl, [K+], [K+], c1c[nH]cn1. Product: O=Cc1ccc(-n2ccnc2)c(Br)c1. As a reaction SMILES: [Br:5][c:6]1[cH:7][c:8]([CH:9]=[O:10])[cH:11][cH:12][c:13]1[F:14].[C:15](=[O:16])([O-:17])[O-:18].[CH3:26][OH:27].[CH:1]([Cl:2])([Cl:3])[Cl:4].[K+:19].[K+:20].[nH:21]1[cH:22][n:23][cH:24][cH:25]1>>[Br:5][c:6]1[cH:7][c:8]([CH:9]=[O:10])[cH:11][cH:12][c:13]1-[n:21]1[cH:22][n:23][cH:24][cH:25]1. The reactants are C[C@H](CN1C=NC2=C1N=CN=C2N)OCP(=O)(OCOC(=O)OC(C)C)OCOC(=O)OC(C)C (Tenofovir disoproxil), C(\C=C\C(=O)O)(=O)O (fumaric acid). The solvent is C(C)(C)O (isopropyl alcohol). Reaction conditions: temperature 45 celsius, time 1 hour. Yields the product C[C@H](CN1C=NC2=C1N=CN=C2N)OCP(=O)(OCOC(=O)OC(C)C)OCOC(=O)OC(C)C.C(=C/C(=O)O)\C(=O)O (tenofovir disoproxil fumarate). The yield is 78.5%. As a reaction SMILES: [CH3:1][C@@H:2]([O:14][CH2:15][P:16]([O:27][CH2:28][O:29][C:30]([O:32][CH:33]([CH3:35])[CH3:34])=[O:31])([O:18][CH2:19][O:20][C:21]([O:23][CH:24]([CH3:26])[CH3:25])=[O:22])=[O:17])[CH2:3][N:4]1[C:8]2[N:9]=[CH:10][N:11]=[C:12]([NH2:13])[C:7]=2[N:6]=[CH:5]1.[C:36]([OH:43])(=[O:42])/[CH:37]=[CH:38]/[C:39]([OH:41])=[O:40]>C(O)(C)C>[CH3:1][C@@H:2]([O:14][CH2:15][P:16]([O:18][CH2:19][O:20][C:21]([O:23][CH:24]([CH3:26])[CH3:25])=[O:22])([O:27][CH2:28][O:29][C:30]([O:32][CH:33]([CH3:34])[CH3:35])=[O:31])=[O:17])[CH2:3][N:4]1[C:8]2[N:9]=[CH:10][N:11]=[C:12]([NH2:13])[C:7]=2[N:6]=[CH:5]1.[CH:37](/[C:36]([OH:43])=[O:42])=[CH:38]\[C:39]([OH:41])=[O:40] |f:3.4|. Procedure: Tenofovir disoproxil (2.5 gm) is dissolved in isopropyl alcohol (12.5 ml), fumaric acid (0.6 gm) is added at 25-30° C. and then the temperature is raised to 45° C., maintained for 20 minutes. The reaction mass is cooled to 25-30° C. and stirred for 1 hour at the same temperature and again mass is cooled to 0-5° C., stirred for 1 hour at 0-5° C. Filtered the material, washed with isopropyl alcohol (2 ml) and finally washed with hexane to give 2.4 gm of tenofovir disoproxil fumarate (HPLC Purity: ... The reactants are BrC1=C(C=CC=C1)CC(=O)O (2-bromophenylacetic acid), ClC=1C=C(N)C=CC1OC (3-chloro-4-methoxyaniline). Product: ClC=1C=C(C=CC1OC)NC1=C(C=CC=C1)CC(=O)O (2-[(3-chloro-4-methoxyphenyl)amino]phenylacetic acid). Reaction SMILES: Br[C:2]1[CH:7]=[CH:6][CH:5]=[CH:4][C:3]=1[CH2:8][C:9]([OH:11])=[O:10].[Cl:12][C:13]1[CH:14]=[C:15]([CH:17]=[CH:18][C:19]=1[O:20][CH3:21])[NH2:16]>>[Cl:12][C:13]1[CH:14]=[C:15]([NH:16][C:2]2[CH:7]=[CH:6][CH:5]=[CH:4][C:3]=2[CH2:8][C:9]([OH:11])=[O:10])[CH:17]=[CH:18][C:19]=1[O:20][CH3:21]. Procedure: In the manner described in example 3, 2-bromophenylacetic acid is condensed with 3-chloro-4-methoxyaniline to yield 2-[(3-chloro-4-methoxyphenyl)amino]phenylacetic acid. The reactants are C(C)C=1OC(=CC1CO)C1=CC=C(C=C1)C(F)(F)F ({2-ethyl-5-[4-(trifluoromethyl)phenyl]-3-furyl}methanol). The reagents and catalysts are [O-2].[O-2].[Mn+4] (manganese dioxide). Solvent: C(C)OCC (diethyl ether), O1CCCC1 (tetrahydrofuran). Conditions: temperature 40 celsius, time 8 hour. Yields the product C(C)C=1OC(=CC1C=O)C1=CC=C(C=C1)C(F)(F)F (2-ethyl-5-[4-(trifluoromethyl)phenyl]-3-furaldehyde). The yield is 24.6%. RXN SMILES: [CH2:1]([C:3]1[O:4][C:5]([C:10]2[CH:15]=[CH:14][C:13]([C:16]([F:19])([F:18])[F:17])=[CH:12][CH:11]=2)=[CH:6][C:7]=1[CH2:8][OH:9])[CH3:2]>C(OCC)C.O1CCCC1.[O-2].[O-2].[Mn+4]>[CH2:1]([C:3]1[O:4][C:5]([C:10]2[CH:15]=[CH:14][C:13]([C:16]([F:19])([F:17])[F:18])=[CH:12][CH:11]=2)=[CH:6][C:7]=1[CH:8]=[O:9])[CH3:2] |f:3.4.5|. Procedure: A suspension of {2-ethyl-5-[4-(trifluoromethyl)phenyl]-3-furyl}methanol (2.7 g) and manganese dioxide (6.8 g) in diethyl ether (20 mL) and tetrahydrofuran (20 mL) was stirred overnight at 40° C. Manganese dioxide was filtered off, and the filtrate was evaporated under reduced pressure. The residue was purified by silica gel chromatography (5% ethyl acetate/hexane to 20% ethyl acetate/hexane), and crystallized from ethyl acetate/hexane to give the title compound (0.66 g, 24%) as a yellow solid. The reactants are C[Si](C)(C)[N-][Si](C)(C)C.[K+] (Potassium bis-(trimethylsilyl)amide), C1(=CC=CC=C1)S(=O)(=O)CC1=CC=C(C(=C1C(=O)OC)O)C1=C(OC=C1)C=O (methyl 6-(benzenesulfonylmethyl)-3-(2-formylfuran-3-yl)-2-hydroxybenzoate), C1(=CC=CC=C1)S(=O)(=O)CC1=CC=C(C(=C1C(=O)OC)O)C1=C(OC=C1)C=O (methyl 6-(benzenesulfonylmethyl)-3-(2-formylfuran-3-yl)-2-hydroxybenzoate), C(C)(=O)OCC (Ethyl acetate), [Cl-].[NH4+] (ammonium chloride). Reagents/catalysts: [Br-].C[P+](C1=CC=CC=C1)(C1=CC=CC=C1)C1=CC=CC=C1 (methyltriphenylphosphonium bromide). The solvent is C1CCOC1 (THF), C1CCOC1 (THF). Conditions: temperature 5 celsius, time 45 minute. The product is C1(=CC=CC=C1)S(=O)(=O)CC1=CC=C(C(=C1C(=O)OC)O)C1=C(OC=C1)C=C (methyl 6-(benzenesulfonylmethyl)-2-hydroxy-3-(2-vinylfuran-3-yl)-benzoate). RXN SMILES: C[Si]([N-][Si](C)(C)C)(C)C.[K+].[C:11]1([S:17]([CH2:20][C:21]2[C:26]([C:27]([O:29][CH3:30])=[O:28])=[C:25]([OH:31])[C:24]([C:32]3[CH:36]=[CH:35][O:34][C:33]=3[CH:37]=O)=[CH:23][CH:22]=2)(=[O:19])=[O:18])[CH:16]=[CH:15][CH:14]=[CH:13][CH:12]=1.[C:39](OCC)(=O)C.[Cl-].[NH4+]>[Br-].C[P+](C1C=CC=CC=1)(C1C=CC=CC=1)C1C=CC=CC=1.C1COCC1>[C:11]1([S:17]([CH2:20][C:21]2[C:26]([C:27]([O:29][CH3:30])=[O:28])=[C:25]([OH:31])[C:24]([C:32]3[CH:36]=[CH:35][O:34][C:33]=3[CH:37]=[CH2:39])=[CH:23][CH:22]=2)(=[O:19])=[O:18])[CH:12]=[CH:13][CH:14]=[CH:15][CH:16]=1 |f:0.1,4.5,6.7|. Procedure: A suspension of methyltriphenylphosphonium bromide (pre-dried under vacuum at 60° C., 3.80 g) in THF (60 mL) was cooled to 5° C., under nitrogen. Potassium bis-(trimethylsilyl)amide (0.5M in toluene, 21.3 mL) was added and the suspension was warmed to room temperature and stirred for 45 minutes. It was cooled to −78° C. and a solution of methyl 6-(benzenesulfonylmethyl)-3-(2-formylfuran-3-yl)-2-hydroxybenzoate (Intermediate 28, 1.42 g) in THF (40 mL) was added and the mixture was warmed to room ... The reactants are CCO, Cc1ccccc1, CC1(C)OB(c2cc(Cl)ccc2OCc2ccc(Cl)cc2F)OC1(C)C, CCOC(=O)c1cccc(CCl)n1, [K+], [K+], O=C([O-])[O-], O. Yields the product CCOC(=O)c1cccc(Cc2cc(Cl)ccc2OCc2ccc(Cl)cc2F)n1. As a reaction SMILES: [CH3:46][CH2:47][OH:48].[CH3:50][c:51]1[cH:52][cH:53][cH:54][cH:55][cH:56]1.[Cl:1][c:2]1[cH:3][cH:4][c:5]([O:17][CH2:18][c:19]2[c:20]([F:26])[cH:21][c:22]([Cl:25])[cH:23][cH:24]2)[c:6]([B:8]2[O:9][C:10]([CH3:11])([CH3:12])[C:13]([CH3:14])([CH3:15])[O:16]2)[cH:7]1.[Cl:27][CH2:28][c:29]1[cH:30][cH:31][cH:32][c:33]([C:35](=[O:36])[O:37][CH2:38][CH3:39])[n:34]1.[K+:40].[K+:41].[O-:42][C:43]([O-:44])=[O:45].[OH2:49]>>[Cl:1][c:2]1[cH:3][cH:4][c:5]([O:17][CH2:18][c:19]2[c:20]([F:26])[cH:21][c:22]([Cl:25])[cH:23][cH:24]2)[c:6]([CH2:28][c:29]2[cH:30][cH:31][cH:32][c:33]([C:35](=[O:36])[O:37][CH2:38][CH3:39])[n:34]2)[cH:7]1.